describe an organic reaction: reactants, conditions, products, and yield From a dataset of the Open Reaction Database (ORD), a public repository of structured organic reaction records. The reactants are CO, [H][H], COC(=O)C(=O)Cc1ccccc1. Yields the product COC(=O)C(O)Cc1ccccc1. Reaction SMILES: [CH3:16][OH:17].[H:14][H:15].[O:1]=[C:2]([C:3](=[O:4])[O:5][CH3:6])[CH2:7][c:8]1[cH:9][cH:10][cH:11][cH:12][cH:13]1>>[OH:1][CH:2]([C:3](=[O:4])[O:5][CH3:6])[CH2:7][c:8]1[cH:9][cH:10][cH:11][cH:12][cH:13]1. The reactants are O=C([O-])[O-], CC(C)=O, CCI, [K+], [K+], OCc1cccc(O)c1. The product is CCOc1cccc(CO)c1. As a reaction SMILES: [C:13](=[O:14])([O-:15])[O-:16].[CH3:19][C:20](=[O:21])[CH3:22].[I:10][CH2:11][CH3:12].[K+:17].[K+:18].[OH:1][CH2:2][c:3]1[cH:4][cH:5][cH:6][c:7]([OH:8])[cH:9]1>>[OH:1][CH2:2][c:3]1[cH:4][cH:5][cH:6][c:7]([O:8][CH2:11][CH3:12])[cH:9]1. Starting materials: C(C)OC(CO[C@H](CC=C)[C@H]1OCCC1)OCC ((2S)-2-[(1R)-1-(2,2-Diethoxyethoxyl)but-3-en-1-yl]tetrahydrofuran), C[C@H]1[C@@H](C1)C(CC=C)OCC=O (({1-[(1R,2R)-2-methylcyclopropyl]but-3-en-1-yl}oxy)acetaldehyde). Yields the product O1[C@@H](CCC1)[C@@H](CC=C)OCC=O (({(1R)-1-[(2S)-tetrahydrofuran-2-yl]but-3-en-1-yl}oxy)acetaldehyde). As a reaction SMILES: C([O:3][CH:4](OCC)[CH2:5][O:6][C@@H:7]([C@@H:11]1[CH2:15][CH2:14][CH2:13][O:12]1)[CH2:8][CH:9]=[CH2:10])C.C[C@@H]1C[C@H]1C(OCC=O)CC=C>>[O:12]1[CH2:13][CH2:14][CH2:15][C@H:11]1[C@H:7]([O:6][CH2:5][CH:4]=[O:3])[CH2:8][CH:9]=[CH2:10]. Procedure: (2S)-2-[(1R)-1-(2,2-Diethoxyethoxyl)but-3-en-1-yl]tetrahydrofuran (C95) was converted to the product using the method described for the synthesis of ({1-[(1R,2R)-2-methylcyclopropyl]but-3-en-1-yl}oxy)acetaldehyde (C83) in Example 20. The resulting product was used in the next step without further purification. Yield: 6 g, ≦33 mmol, ≦35%. Reported procedure: 5-(2-Bromo-acetyl)-thiophene-3-carboxylic acid methyl ester (0.60 g, 2.28 mmol) was suspended in formamide (10 mL) then sulfuric acid (1 mL) was added and the tube purged with nitrogen then sealed. The mixture was heated at 150° C. by microwave irradiation for 15 minutes. The resultant solution was diluted with HCl (1 N) and water and extracted with ethyl acetate (×3). The organic phase was dried over sodium sulfate and evaporated then purified by chromatography on a silica II cartridge, eluting... As a reaction SMILES: [CH3:1][O:2][C:3]([C:5]1[CH:9]=[C:8]([C:10](=O)[CH2:11]Br)[S:7][CH:6]=1)=[O:4].S(=O)(=O)(O)O.[CH:19]([NH2:21])=[O:20]>>[CH3:1][O:2][C:3]([C:5]1[CH:9]=[C:8]([C:10]2[N:21]=[CH:19][O:20][CH:11]=2)[S:7][CH:6]=1)=[O:4]. Run at temperature 150 celsius. The reactants are COC(=O)C1=CSC(=C1)C(CBr)=O (5-(2-Bromo-acetyl)-thiophene-3-carboxylic acid methyl ester), S(O)(O)(=O)=O (sulfuric acid), C(=O)N (formamide). Yields the product COC(=O)C1=CSC(=C1)C=1N=COC1 (5-oxazol-4-yl-thiophene-3-carboxylic acid methyl ester). Reactants: Cl.Cl.N1C=CC=2C1=NC=CC2NC(C2=CC=C(C=C2)[C@@H](C)N)=O ((R)-(+)-N-(1H-pyrrolo[2,3-b]pyridin-4-yl)-4-(1-aminoethyl)benzamide dihydrochloride), [OH-].[Na+] (NaOH). Solvent: O (water). Run at temperature 60 celsius. Yields the product Cl.N1C=CC=2C1=NC=CC2NC(C2=CC=C(C=C2)[C@@H](C)N)=O ((R)-(+)-N-(1H-pyrrolo[2,3-b]pyridin-4-yl)-4-(1-aminoethyl)benzamide monohydrochloride). RXN SMILES: [ClH:1].Cl.[NH:3]1[C:7]2=[N:8][CH:9]=[CH:10][C:11]([NH:12][C:13](=[O:23])[C:14]3[CH:19]=[CH:18][C:17]([C@H:20]([NH2:22])[CH3:21])=[CH:16][CH:15]=3)=[C:6]2[CH:5]=[CH:4]1.[OH-].[Na+]>O>[ClH:1].[NH:3]1[C:7]2=[N:8][CH:9]=[CH:10][C:11]([NH:12][C:13](=[O:23])[C:14]3[CH:19]=[CH:18][C:17]([C@H:20]([NH2:22])[CH3:21])=[CH:16][CH:15]=3)=[C:6]2[CH:5]=[CH:4]1 |f:0.1.2,3.4,6.7|. Reported procedure: (R)-(+)-N-(1H-pyrrolo[2,3-b]pyridin-4-yl)-4-(1-aminoethyl)benzamide dihydrochloride 3/2 hydrate (8.5 g) obtained in Reference Example 1 was dissolved in water (50 mL) and 1N—NaOH aqueous solution was added dropwise while stirring under ice-cooling. The precipitated crystals were collected by filtration and dried (warm air: 60° C., 10 hrs) to give a free base form (6.2 g).